This data is from the Open Reaction Database (ORD), a public repository of structured organic reaction records. The task is: describe an organic reaction: reactants, conditions, products, and yield The reactants are CCO, ClC(Cl)Cl, O=S(=O)(Cl)c1ccc(Nc2ccnc3cc(Cl)ccc23)cc1, Cl, Cl, O=C(c1ccc(F)cc1)N1CCNCC1, [Na+], [Na+], O=C([O-])[O-], O. Yields the product O=C(c1ccc(F)cc1)N1CCN(S(=O)(=O)c2ccc(Nc3ccnc4cc(Cl)ccc34)cc2)CC1. As a reaction SMILES: [CH3:46][CH2:47][OH:48].[CH:49]([Cl:50])([Cl:51])[Cl:52].[Cl:2][c:3]1[cH:4][cH:5][c:6]2[c:7]([NH:13][c:14]3[cH:15][cH:16][c:17]([S:20](=[O:21])(=[O:22])[Cl:23])[cH:18][cH:19]3)[cH:8][cH:9][n:10][c:11]2[cH:12]1.[ClH:1].[ClH:24].[F:25][c:26]1[cH:27][cH:28][c:29]([C:30](=[O:31])[N:32]2[CH2:33][CH2:34][NH:35][CH2:36][CH2:37]2)[cH:38][cH:39]1.[Na+:40].[Na+:41].[O-:42][C:43](=[O:44])[O-:45].[OH2:53]>>[Cl:2][c:3]1[cH:4][cH:5][c:6]2[c:7]([NH:13][c:14]3[cH:15][cH:16][c:17]([S:20](=[O:21])(=[O:22])[N:35]4[CH2:34][CH2:33][N:32]([C:30]([c:29]5[cH:28][cH:27][c:26]([F:25])[cH:39][cH:38]5)=[O:31])[CH2:37][CH2:36]4)[cH:18][cH:19]3)[cH:8][cH:9][n:10][c:11]2[cH:12]1. Reactants: CCOC(=O)C1CCC2C3CCC4CC(O)C(OCC)CC4(C)C3C(NC(=O)OCC(Cl)(Cl)Cl)CC12C, CC(=O)OC(C)=O, CCO, c1ccncc1. Product: CCOC(=O)C1CCC2C3CCC4CC(OC(C)=O)C(OCC)CC4(C)C3C(NC(=O)OCC(Cl)(Cl)Cl)CC12C. Reaction SMILES: [CH2:1]([CH3:2])[O:3][CH:4]1[CH:5]([OH:37])[CH2:6][CH:7]2[CH2:8][CH2:9][CH:10]3[CH:11]4[CH2:12][CH2:13][CH:14]([C:32](=[O:33])[O:34][CH2:35][CH3:36])[C:15]4([CH3:16])[CH2:17][CH:18]([NH:23][C:24](=[O:25])[O:26][CH2:27][C:28]([Cl:29])([Cl:30])[Cl:31])[CH:19]3[C:20]2([CH3:22])[CH2:21]1.[CH3:38][C:39](=[O:40])[O:41][C:42](=[O:43])[CH3:44].[CH3:51][CH2:52][OH:53].[cH:45]1[cH:46][cH:47][n:48][cH:49][cH:50]1>>[CH2:1]([CH3:2])[O:3][CH:4]1[CH:5]([O:37][C:39]([CH3:38])=[O:40])[CH2:6][CH:7]2[CH2:8][CH2:9][CH:10]3[CH:11]4[CH2:12][CH2:13][CH:14]([C:32](=[O:33])[O:34][CH2:35][CH3:36])[C:15]4([CH3:16])[CH2:17][CH:18]([NH:23][C:24](=[O:25])[O:26][CH2:27][C:28]([Cl:29])([Cl:30])[Cl:31])[CH:19]3[C:20]2([CH3:22])[CH2:21]1. Starting materials: OCC=1C(=NN(C1)CC=1C=C2C[C@H](CC2=CC1)NC(OCC1=CC=CC=C1)=O)C(F)(F)F ((S)-benzyl 5-((4-(hydroxymethyl)-3-(trifluoromethyl)-1H-pyrazol-1-yl)methyl)-2,3-dihydro-1H-inden-2-ylcarbamate), C(C)O (ethanol), [H][H] (hydrogen), Cl (HCl). The reagents and catalysts are [OH-].[Pd+2].[OH-] (Palladium hydroxide). The solvent is C(Cl)Cl (DCM), O=[Si]=O (dicalite). Product: N[C@H]1CC2=CC=C(C=C2C1)CN1N=C(C(=C1)CO)C(F)(F)F ((S)-(1-((2-amino-2,3-dihydro-1H-inden-5-yl)methyl)-3-(trifluoromethyl)-1H-pyrazol-4-yl)methanol). Yield: 70.5%. As a reaction SMILES: [OH:1][CH2:2][C:3]1[C:4]([C:29]([F:32])([F:31])[F:30])=[N:5][N:6]([CH2:8][C:9]2[CH:10]=[C:11]3[C:15](=[CH:16][CH:17]=2)[CH2:14][C@H:13]([NH:18]C(=O)OCC2C=CC=CC=2)[CH2:12]3)[CH:7]=1.C(O)C.Cl.[H][H]>C(Cl)Cl.O=[Si]=O.[OH-].[Pd+2].[OH-]>[NH2:18][C@@H:13]1[CH2:12][C:11]2[C:15](=[CH:16][CH:17]=[C:9]([CH2:8][N:6]3[CH:7]=[C:3]([CH2:2][OH:1])[C:4]([C:29]([F:32])([F:31])[F:30])=[N:5]3)[CH:10]=2)[CH2:14]1 |f:6.7.8|. Procedure: Palladium hydroxide (20% on carbon, 6.38 mmol, 0.895 g) was wetted in a hydrogenation vessel before addition of (S)-benzyl 5-((4-(hydroxymethyl)-3-(trifluoromethyl)-1H-pyrazol-1-yl)methyl)-2,3-dihydro-1H-inden-2-ylcarbamate (6.38 mmol, 2.84 g) and ethanol (50 mL) followed by aqueous 5N HCl solution (5.00 mL). The mixture was stirred under 2 bar of hydrogen for 1 hour before diluting with DCM (100 mL) and filtration through a dicalite pad which was then washed with 10% MeOH/DCM (200 mL). Combined... Starting materials: C[C@@]1(OC1)COS(=O)(=O)C1=CC(=CC=C1)[N+](=O)[O-] ([(2S)-2-methyloxiran-2-yl]methyl3-nitrobenzenesulfonate), C1(CC1)NC(C1=C(C=C(C=C1)OCC1=CC=C(C=C1)OC)O)=O (N-cyclopropyl-2-hydroxy-4-[(4-methoxybenzyl)oxy]benzamide), C([O-])([O-])=O.[Cs+].[Cs+] (cesium carbonate), C(=O)([O-])[O-].[Cs+].[Cs+] (Cs2CO3). The solvent is CN(C=O)C (dimethylformamide). Reaction conditions: time 8 hour. Yields the product C1(CC1)NC(C1=C(C=C(C=C1)OCC1=CC=C(C=C1)OC)OC[C@]1(OC1)C)=O (N-Cyclopropyl-4-[(4-methoxybenzyl)oxy]-2-{[(2S)-2-methloxiran-2-yl]methoxy}benzamide). The yield is 85.1%. RXN SMILES: [CH3:1][C@@:2]1([CH2:5]OS(C2C=CC=C([N+]([O-])=O)C=2)(=O)=O)[CH2:4][O:3]1.[CH:19]1([NH:22][C:23](=[O:41])[C:24]2[CH:29]=[CH:28][C:27]([O:30][CH2:31][C:32]3[CH:37]=[CH:36][C:35]([O:38][CH3:39])=[CH:34][CH:33]=3)=[CH:26][C:25]=2[OH:40])[CH2:21][CH2:20]1.C(=O)([O-])[O-].[Cs+].[Cs+]>CN(C)C=O>[CH:19]1([NH:22][C:23](=[O:41])[C:24]2[CH:29]=[CH:28][C:27]([O:30][CH2:31][C:32]3[CH:37]=[CH:36][C:35]([O:38][CH3:39])=[CH:34][CH:33]=3)=[CH:26][C:25]=2[O:40][CH2:1][C@:2]2([CH3:5])[CH2:4][O:3]2)[CH2:21][CH2:20]1 |f:2.3.4|. Procedure: A mixture of [(2S)-2-methyloxiran-2-yl]methyl3-nitrobenzenesulfonate (218 mg, 0.797 mmol), N-cyclopropyl-2-hydroxy-4-[(4-methoxybenzyl)oxy]benzamide (250 mg, 0.797 mmol) and cesium carbonate, Cs2CO3, (311 mg, 0.956 mmol) in dimethylformamide (5 mL) was kept on stirring at room temperature overnight. The reaction mixture was partitioned between ethyl acetate and water. The organic layer was dried over sodium sulphate, Na2SO4, filtered, concentrated and the residue was purified by silica gel flash... The reactants are ClC1=CC(=C(C=C1O)N1C(N(C(=CC1=O)C(F)(F)F)C)=O)F (3-(4-chloro-2-fluoro-5-hydroxyphenyl)-1-methyl-6-trifluoromethyl-2,4(1H,3H)-pyrimidinedione), C1(=CC=CC=C1)CCCBr (3-phenylpropyl bromide), C([O-])([O-])=O.[Na+].[Na+] (sodium carbonate). Solvent: CN(C=O)C (dimethylformamide). Product: ClC1=CC(=C(C=C1OCCCC1=CC=CC=C1)N1C(N(C(=CC1=O)C(F)(F)F)C)=O)F (3-[4-chloro-2-fluoro-5-(3-phenylpropoxy)-phenyl]-1-methyl-6 -trifluoromethyl-2,4(1H,3H)-pyrimidinedione). Reaction SMILES: [Cl:1][C:2]1[C:7]([OH:8])=[CH:6][C:5]([N:9]2[C:14](=[O:15])[CH:13]=[C:12]([C:16]([F:19])([F:18])[F:17])[N:11]([CH3:20])[C:10]2=[O:21])=[C:4]([F:22])[CH:3]=1.[C:23]1([CH2:29][CH2:30][CH2:31]Br)[CH:28]=[CH:27][CH:26]=[CH:25][CH:24]=1.C(=O)([O-])[O-].[Na+].[Na+]>CN(C)C=O>[Cl:1][C:2]1[C:7]([O:8][CH2:31][CH2:30][CH2:29][C:23]2[CH:28]=[CH:27][CH:26]=[CH:25][CH:24]=2)=[CH:6][C:5]([N:9]2[C:14](=[O:15])[CH:13]=[C:12]([C:16]([F:18])([F:17])[F:19])[N:11]([CH3:20])[C:10]2=[O:21])=[C:4]([F:22])[CH:3]=1 |f:2.3.4|. Procedure details: using 3-(4-chloro-2-fluoro-5-hydroxyphenyl)-1-methyl-6-trifluoromethyl-2,4(1H,3H)-pyrimidinedione with 3-phenylpropyl bromide and sodium carbonate in dimethylformamide there is obtained 3-[4-chloro-2-fluoro-5-(3-phenylpropoxy)-phenyl]-1-methyl-6 -trifluoromethyl-2,4(1H,3H)-pyrimidinedione, 1H-NMR (CDCl3, 400 MHZ): 7.15°-7.34 ppm (m,6H), 6.71 ppm (d,1H), 6.36 ppm (s,1H), 3.96 ppm (t,2H), 3.55 ppm (d,3H), 2.83 ppm (t,2H), 2.10°-2.20 ppm (m,2H): Starting materials: CS(C)=O, ClCCl, COCCN(Cc1cccc(-c2cc3nccc(Oc4ccc(NC(=S)NC(=O)Cc5ccccc5)cc4F)c3s2)c1)C(=O)OC(C)(C)C, O=C(O)C(F)(F)F. Product: COCCNCc1cccc(-c2cc3nccc(Oc4ccc(NC(=S)NC(=O)Cc5ccccc5)cc4F)c3s2)c1. Reaction SMILES: [CH3:57][S:58]([CH3:59])=[O:60].[Cl:61][CH2:62][Cl:63].[F:1][c:2]1[c:3]([O:4][c:5]2[c:6]3[c:7]([n:8][cH:9][cH:10]2)[cH:11][c:12](-[c:14]2[cH:15][c:16]([CH2:17][N:18]([C:19](=[O:20])[O:21][C:22]([CH3:23])([CH3:24])[CH3:25])[CH2:26][CH2:27][O:28][CH3:29])[cH:30][cH:31][cH:32]2)[s:13]3)[cH:33][cH:34][c:35]([NH:37][C:38](=[S:39])[NH:40][C:41]([CH2:42][c:43]2[cH:44][cH:45][cH:46][cH:47][cH:48]2)=[O:49])[cH:36]1.[F:50][C:51]([F:52])([F:53])[C:54]([OH:55])=[O:56]>>[F:1][c:2]1[c:3]([O:4][c:5]2[c:6]3[c:7]([n:8][cH:9][cH:10]2)[cH:11][c:12](-[c:14]2[cH:15][c:16]([CH2:17][NH:18][CH2:26][CH2:27][O:28][CH3:29])[cH:30][cH:31][cH:32]2)[s:13]3)[cH:33][cH:34][c:35]([NH:37][C:38](=[S:39])[NH:40][C:41]([CH2:42][c:43]2[cH:44][cH:45][cH:46][cH:47][cH:48]2)=[O:49])[cH:36]1.